Dataset: the Open Reaction Database (ORD), a public repository of structured organic reaction records. Task: describe an organic reaction: reactants, conditions, products, and yield Starting materials: CC(C)(C)OC(=O)Nc1cc(C(=O)NC2CCCCC2OCc2ccccc2)n(CC(=O)NC2CCCCC2OCc2ccccc2)n1, ClCCl, Cl, C1COCCO1. Yields the product Cl, Nc1cc(C(=O)NC2CCCCC2OCc2ccccc2)n(CC(=O)NC2CCCCC2OCc2ccccc2)n1. As a reaction SMILES: [C:1]([O:2][C:3](=[O:4])[NH:7][c:8]1[n:9][n:10]([CH2:30][C:31]([NH:32][CH:33]2[CH:34]([O:39][CH2:40][c:41]3[cH:42][cH:43][cH:44][cH:45][cH:46]3)[CH2:35][CH2:36][CH2:37][CH2:38]2)=[O:47])[c:11]([C:13]([NH:14][CH:15]2[CH:16]([O:21][CH2:22][c:23]3[cH:24][cH:25][cH:26][cH:27][cH:28]3)[CH2:17][CH2:18][CH2:19][CH2:20]2)=[O:29])[cH:12]1)([CH3:5])([CH3:6])[CH3:48].[Cl:56][CH2:57][Cl:58].[ClH:55].[O:49]1[CH2:50][CH2:51][O:52][CH2:53][CH2:54]1>>[ClH:55].[NH2:7][c:8]1[n:9][n:10]([CH2:30][C:31]([NH:32][CH:33]2[CH:34]([O:39][CH2:40][c:41]3[cH:42][cH:43][cH:44][cH:45][cH:46]3)[CH2:35][CH2:36][CH2:37][CH2:38]2)=[O:47])[c:11]([C:13]([NH:14][CH:15]2[CH:16]([O:21][CH2:22][c:23]3[cH:24][cH:25][cH:26][cH:27][cH:28]3)[CH2:17][CH2:18][CH2:19][CH2:20]2)=[O:29])[cH:12]1. Reactants: [BH4-], CO, O=Cc1c(Cl)cncc1Cl, [Na+]. Product: OCc1c(Cl)cncc1Cl. RXN SMILES: [BH4-:11].[CH3:13][OH:14].[Cl:1][c:2]1[cH:3][n:4][cH:5][c:6]([Cl:10])[c:7]1[CH:8]=[O:9].[Na+:12]>>[Cl:1][c:2]1[cH:3][n:4][cH:5][c:6]([Cl:10])[c:7]1[CH2:8][OH:9]. Reactants: CC1(OC(CN1)CSCC)C (2,2-dimethyl-5-ethylthiomethyl oxazolidine), solution, [OH-].[Na+] (sodium hydroxide), ClC(C(=O)Cl)Cl (dichloroacetyl chloride), CC1(OC(CN1C(CCl)=O)CSCC)C (2,2-dimethyl-3-chloroacetyl-5-ethylthiomethyl oxazolidine). Solvent: C1=CC=CC=C1 (benzene). The product is CC1(OC(CN1C(C(Cl)Cl)=O)CSCC)C (2,2-dimethyl-3-dichloroacetyl-5-ethylthiomethyl oxazolidine). RXN SMILES: [CH3:1][C:2]1([CH3:11])[NH:6][CH2:5][CH:4]([CH2:7][S:8][CH2:9][CH3:10])[O:3]1.[OH-].[Na+].[Cl:14][CH:15]([Cl:19])[C:16](Cl)=[O:17].CC1(C)N(C(=O)CCl)CC(CSCC)O1>C1C=CC=CC=1>[CH3:1][C:2]1([CH3:11])[N:6]([C:16](=[O:17])[CH:15]([Cl:19])[Cl:14])[CH2:5][CH:4]([CH2:7][S:8][CH2:9][CH3:10])[O:3]1 |f:1.2|. Procedure: To 52.5 milliliters of 25 percent w/v, 2,2-dimethyl-5-ethylthiomethyl oxazolidine solution in 100 milliliters of benzene was added 6.5 grams of 50% solution of sodium hydroxide (10% excess) was added 12.1 grams of dichloroacetyl chloride dropwise. The reaction mixture was cooled in an ice bath with vigorous stirring during the dropwise addition. The temperature was maintained at below 10° C. during the addition and allowed to stir about 30 minutes at room temperature. The work-up procedure was s... The reactants are C1(CC1)C1=C(C=NC=C1)N1C(NCC1)=O (1-(4-cyclopropylpyridin-3-yl)imidazolidin-2-one), ClC1=NC(=NC(=C1)Cl)C(F)(F)F (4,6-dichloro-2-trifluoromethylpyrimidine), CC1(C2=C(C(=CC=C2)P(C3=CC=CC=C3)C4=CC=CC=C4)OC5=C(C=CC=C51)P(C6=CC=CC=C6)C7=CC=CC=C7)C (xantphos), C([O-])([O-])=O.[Cs+].[Cs+] (cesium carbonate). Reagents/catalysts: C=1C=CC(=CC1)/C=C/C(=O)/C=C/C2=CC=CC=C2.C=1C=CC(=CC1)/C=C/C(=O)/C=C/C2=CC=CC=C2.C=1C=CC(=CC1)/C=C/C(=O)/C=C/C2=CC=CC=C2.[Pd].[Pd] (Pd2(dba)3). The solvent is O1CCOCC1 (1,4-dioxane). Product: ClC1=CC(=NC(=N1)C(F)(F)F)N1C(N(CC1)C=1C=NC=CC1C1CC1)=O (1-(6-chloro-2-(trifluoromethyl)pyrimidin-4-yl)-3-(4-cyclopropylpyridin-3-yl)imidazolidin-2-one). Isolated yield 13.2%. As a reaction SMILES: [CH:1]1([C:4]2[CH:9]=[CH:8][N:7]=[CH:6][C:5]=2[N:10]2[CH2:14][CH2:13][NH:12][C:11]2=[O:15])[CH2:3][CH2:2]1.[Cl:16][C:17]1[CH:22]=[C:21](Cl)[N:20]=[C:19]([C:24]([F:27])([F:26])[F:25])[N:18]=1.CC1(C)C2C(=C(P(C3C=CC=CC=3)C3C=CC=CC=3)C=CC=2)OC2C(P(C3C=CC=CC=3)C3C=CC=CC=3)=CC=CC1=2.C(=O)([O-])[O-].[Cs+].[Cs+]>C1C=CC(/C=C/C(/C=C/C2C=CC=CC=2)=O)=CC=1.C1C=CC(/C=C/C(/C=C/C2C=CC=CC=2)=O)=CC=1.C1C=CC(/C=C/C(/C=C/C2C=CC=CC=2)=O)=CC=1.[Pd].[Pd].O1CCOCC1>[Cl:16][C:17]1[N:18]=[C:19]([C:24]([F:27])([F:26])[F:25])[N:20]=[C:21]([N:12]2[CH2:13][CH2:14][N:10]([C:5]3[CH:6]=[N:7][CH:8]=[CH:9][C:4]=3[CH:1]3[CH2:3][CH2:2]3)[C:11]2=[O:15])[CH:22]=1 |f:3.4.5,6.7.8.9.10|. Reported procedure: Using analogous reagents and reaction conditions as described in Example 11 above, 1-(4-cyclopropylpyridin-3-yl)imidazolidin-2-one (I-1d: 100 mg, 0.492 mmol) was reacted with 4,6-dichloro-2-trifluoromethylpyrimidine (120 mg, 0.541 mmol), xantphos (25 mg, 0.04428 mmol), Pd2(dba)3 (15 mg, 0.01476 mmol), cesium carbonate (225 mg, 0.6888 mmol) and 1,4-dioxane (5 mL) in a sealed tube for 5 hours. Purification by column chromatography on silica gel (1% methanol in chloroform) followed by preparative H... Reactants: CCOC1(c2ccc(C#Cc3ccc(C(C)C(=O)[O-])cc3)cc2C(C)(C)C)CC1, CC#N, CCO, [Na+], C1CCOC1, [OH-], O. The product is CCOC1(c2ccc(C#Cc3ccc(CC(=O)O)cc3)cc2C(C)(C)C)CC1. RXN SMILES: [CH3:1][CH:2]([C:3](=[O:4])[O-:5])[c:6]1[cH:7][cH:8][c:9]([C:12]#[C:13][c:14]2[cH:15][c:16]([C:26]([CH3:27])([CH3:28])[CH3:29])[c:17]([C:20]3([O:23][CH2:24][CH3:25])[CH2:21][CH2:22]3)[cH:18][cH:19]2)[cH:10][cH:11]1.[CH3:33][C:34]#[N:35].[CH3:36][CH2:37][OH:38].[Na+:31].[O:39]1[CH2:40][CH2:41][CH2:42][CH2:43]1.[OH-:30].[OH2:32]>>[CH2:2]([C:3](=[O:4])[OH:5])[c:6]1[cH:7][cH:8][c:9]([C:12]#[C:13][c:14]2[cH:15][c:16]([C:26]([CH3:27])([CH3:28])[CH3:29])[c:17]([C:20]3([O:23][CH2:24][CH3:25])[CH2:21][CH2:22]3)[cH:18][cH:19]2)[cH:10][cH:11]1. The reactants are CC=1OC(=CC1C(=O)OCC)C (ethyl 2,5-dimethyl-3-furoate). Solvent: [OH-].[Na+] (sodium hydroxide). Product: CC=1OC(=CC1C(=O)O)C (2,5-dimethyl-3-furoic acid). Reaction SMILES: [CH3:1][C:2]1[O:3][C:4]([CH3:12])=[CH:5][C:6]=1[C:7]([O:9]CC)=[O:8]>[OH-].[Na+]>[CH3:1][C:2]1[O:3][C:4]([CH3:12])=[CH:5][C:6]=1[C:7]([OH:9])=[O:8] |f:1.2|. Procedure details: Saponification of 0.5 g of the ester was accomplished by refluxing 4 hours in 10 ml of 25% aqueous sodium hydroxide. Acidification precipitated the crude acid, which was recrystallized from water to give 2,5-dimethyl-3-furoic acid as white needles, mp 135.5°-136.0° C.